describe an organic reaction: reactants, conditions, products, and yield From a dataset of the Open Reaction Database (ORD), a public repository of structured organic reaction records. Starting materials: COC1=CC=C(C=O)C=C1 (p-methoxybenzaldehyde), ice, [OH-].[Na+] (sodium hydroxide), O1CCN(CC1)CC(C)=O (morpholinoacetone). The solvent is solution. Reaction conditions: time 5 hour. Product: COC1=CC=C(C=C1)C=CC(CN1CCOCC1)=O (1-(p-methoxyphenyl)-4-morpholino-1-buten-3-one). Yield: 71.9%. As a reaction SMILES: [CH3:1][O:2][C:3]1[CH:10]=[CH:9][C:6]([CH:7]=O)=[CH:5][CH:4]=1.[O:11]1[CH2:16][CH2:15][N:14]([CH2:17][C:18](=[O:20])[CH3:19])[CH2:13][CH2:12]1.[OH-].[Na+]>>[CH3:1][O:2][C:3]1[CH:10]=[CH:9][C:6]([CH:7]=[CH:19][C:18](=[O:20])[CH2:17][N:14]2[CH2:15][CH2:16][O:11][CH2:12][CH2:13]2)=[CH:5][CH:4]=1 |f:2.3|. Procedure: Condensation 13.6 g (0.1 mole) of p-methoxybenzaldehyde is dissolved in 14.3 g (0.1 mole) of morpholinoacetone and this solution is added dropwise to 100 cm3 of a solution of 1 N sodium hydroxide cooled in an ice-containing water bath. The temperature is allowed to return to ambient temperature while stirring for 5 hours. The precipitate obtained is filtered and rinsed several times with water. 18.8 g of 1-(p-methoxyphenyl)-4-morpholino-1-buten-3-one is obtained. Starting materials: O1COC2=C1C=CC(=C2)OC2=CC(=C(C(=C2)C)C(CBr)=O)C (1-(4-(benzo(d)(1,3)dioxol-5-yloxy)-2,6-dimethylphenyl)-2-bromoethanone), NC(=S)N (thiourea). The solvent is CCO (EtOH). The product is O1COC2=C1C=CC(=C2)OC2=CC(=C(C(=C2)C)C=2N=C(SC2)N)C (4-(4-(benzo(d)(1,3)dioxol-5-yloxy)-2,6-dimethylphenyl)thiazol-2-amine). Isolated yield 95.6%. As a reaction SMILES: [O:1]1[C:5]2[CH:6]=[CH:7][C:8]([O:10][C:11]3[CH:16]=[C:15]([CH3:17])[C:14]([C:18](=O)[CH2:19]Br)=[C:13]([CH3:22])[CH:12]=3)=[CH:9][C:4]=2[O:3][CH2:2]1.[NH2:23][C:24]([NH2:26])=[S:25]>CCO>[O:1]1[C:5]2[CH:6]=[CH:7][C:8]([O:10][C:11]3[CH:16]=[C:15]([CH3:17])[C:14]([C:18]4[N:23]=[C:24]([NH2:26])[S:25][CH:19]=4)=[C:13]([CH3:22])[CH:12]=3)=[CH:9][C:4]=2[O:3][CH2:2]1. Procedure: A mixture of 1-(4-(benzo(d)(1,3)dioxol-5-yloxy)-2,6-dimethylphenyl)-2-bromoethanone (6.13 g, 16.9 mmol) and thiourea (1.29 g, 16.9 mmol) in 95% EtOH (24.1 mL) was heated at reflux for 90 min. The solution was concentrated and added with water (100 mL) and saturated aqueous Na2CO3 (5.0 mL). The resultant precipitate was filtered and recrystallized in toluene. The solids were filtered and dried under vacuum to give 4-(4-(benzo(d)(1,3)dioxol-5-yloxy)-2,6-dimethylphenyl)thiazol-2-amine (5.50 g) as y... Starting materials: CO, ClCCl, NN, O=C1c2ccccc2C(=O)N1CCc1cccc(N2C(=O)N(c3ccc(Cl)cc3Cl)Cc3cnc(Nc4ccccc4)nc32)c1, O. The product is NCCc1cccc(N2C(=O)N(c3ccc(Cl)cc3Cl)Cc3cnc(Nc4ccccc4)nc32)c1. Reaction SMILES: [CH3:49][OH:50].[Cl:51][CH2:52][Cl:53].[NH2:47][NH2:48].[NH:1]([c:2]1[cH:3][cH:4][cH:5][cH:6][cH:7]1)[c:8]1[n:9][cH:10][c:11]2[c:12]([n:13]1)[N:14]([c:27]1[cH:28][c:29]([CH2:33][CH2:34][N:35]3[C:36](=[O:37])[c:38]4[cH:39][cH:40][cH:41][cH:42][c:43]4[C:44]3=[O:45])[cH:30][cH:31][cH:32]1)[C:15](=[O:26])[N:16]([c:18]1[c:19]([Cl:25])[cH:20][c:21]([Cl:24])[cH:22][cH:23]1)[CH2:17]2.[OH2:46]>>[NH:1]([c:2]1[cH:3][cH:4][cH:5][cH:6][cH:7]1)[c:8]1[n:9][cH:10][c:11]2[c:12]([n:13]1)[N:14]([c:27]1[cH:28][c:29]([CH2:33][CH2:34][NH2:35])[cH:30][cH:31][cH:32]1)[C:15](=[O:26])[N:16]([c:18]1[c:19]([Cl:25])[cH:20][c:21]([Cl:24])[cH:22][cH:23]1)[CH2:17]2. RXN SMILES: [CH3:15][CH2:16][OH:17].[CH3:1][O:2][N:3]=[C:4]([C:5](=[O:6])[O:7][CH2:8][CH3:9])[C:10]([CH3:11])=[O:12].[Na+:14].[OH-:13]>>[CH3:1][O:2][N:3]=[C:4]([C:5](=[O:6])[OH:7])[C:10]([CH3:11])=[O:12]. Starting materials: CCO, CCOC(=O)C(=NOC)C(C)=O, [Na+], [OH-]. Yields the product CON=C(C(C)=O)C(=O)O. The reactants are [N+](=O)([O-])C(CC)CC (3-nitropentane), C(C)C(CC1=CNC2=CC=CC=C12)(CC)[N+](=O)[O-] (3-(2'-ethyl-2'-nitrobutyl)-indole), C1=CC=CC=C1 (benzine). The solvent is C(Cl)(Cl)(Cl)Cl (CCl4). Yields the product C(C)C(CC1=CNC2=CC=CC=C12)(CC)N (3-(2'-ethyl-2'-aminobutyl)-indole). As a reaction SMILES: [N+](C(CC)CC)([O-])=O.[CH2:9]([C:11]([N+:24]([O-])=O)([CH2:22][CH3:23])[CH2:12][C:13]1[C:21]2[C:16](=[CH:17][CH:18]=[CH:19][CH:20]=2)[NH:15][CH:14]=1)[CH3:10].C1C=CC=CC=1>C(Cl)(Cl)(Cl)Cl>[CH2:9]([C:11]([NH2:24])([CH2:22][CH3:23])[CH2:12][C:13]1[C:21]2[C:16](=[CH:17][CH:18]=[CH:19][CH:20]=2)[NH:15][CH:14]=1)[CH3:10]. Procedure details: If the procedure of Example 3 is applied to the corresponding quantity of 3-nitropentane instead of 2-nitrobutane, 3-(2'-ethyl-2'-nitrobutyl)-indole is initially obtained with a melting point of 92°-94°C. (from benzine). Reduction yields 3-(2'-ethyl-2'-aminobutyl)-indole with a melting point of 130.5°-131.5°C. (from CCl4). Starting materials: COc1ccc(N)cc1, F[B-](F)(F)F, [H+], O=N[O-], O=NO, [Na+], O. Yields the product COc1ccc([N+]#N)cc1, F[B-](F)(F)F. As a reaction SMILES: [CH3:1][O:2][c:3]1[cH:4][cH:5][c:6]([NH2:9])[cH:7][cH:8]1.[F:18][B-:19]([F:20])([F:21])[F:22].[H+:17].[N:10]([O-:11])=[O:12].[N:14]([OH:15])=[O:16].[Na+:13].[OH2:23]>>[CH3:1][O:2][c:3]1[cH:4][cH:5][c:6]([N+:9]#[N:10])[cH:7][cH:8]1.[F:18][B-:19]([F:20])([F:21])[F:22]. The reactants are N#Cc1nc2cnc3ccc(Cl)cc3c2n1-c1ccccc1Cl, Cl, NO, [Na+], [Na+], O=C([O-])[O-], CN(C)C=O, O. The product is N=C(NO)c1nc2cnc3ccc(Cl)cc3c2n1-c1ccccc1Cl. As a reaction SMILES: [Cl:1][c:2]1[cH:3][c:4]2[c:5]3[c:6]([cH:7][n:8][c:9]2[cH:10][cH:11]1)[n:12][c:13]([C:22]#[N:23])[n:14]3-[c:15]1[c:16]([Cl:21])[cH:17][cH:18][cH:19][cH:20]1.[ClH:24].[NH2:25][OH:26].[Na+:27].[Na+:28].[O-:29][C:30](=[O:31])[O-:32].[O:33]=[CH:34][N:35]([CH3:36])[CH3:37].[OH2:38]>>[Cl:1][c:2]1[cH:3][c:4]2[c:5]3[c:6]([cH:7][n:8][c:9]2[cH:10][cH:11]1)[n:12][c:13]([C:22](=[NH:23])[NH:25][OH:26])[n:14]3-[c:15]1[c:16]([Cl:21])[cH:17][cH:18][cH:19][cH:20]1.